From a dataset of the Open Reaction Database (ORD), a public repository of structured organic reaction records. describe an organic reaction: reactants, conditions, products, and yield Starting materials: C1CCOC1, COP(Cl)N(C(C)C)C(C)C, CCN(C(C)C)C(C)C. Product: CCN(C(C)C)C(C)C, Cl. Reaction SMILES: [CH2:21]1[O:22][CH2:23][CH2:24][CH2:25]1.[CH:10]([N:11]([P:12]([O:13][CH3:14])[Cl:18])[CH:15]([CH3:16])[CH3:17])([CH3:19])[CH3:20].[CH:1]([CH3:2])([CH3:3])[N:4]([CH2:5][CH3:6])[CH:7]([CH3:8])[CH3:9]>>[CH:1]([CH3:2])([CH3:3])[N:4]([CH2:5][CH3:6])[CH:7]([CH3:8])[CH3:9].[ClH:18]. Reactants: CC(=O)O[BH-](OC(C)=O)OC(C)=O, O=C([O-])O, CC(O)CNCc1ccccc1, C1CCOC1, CCOC(C)=O, CC(=O)O, O=Cc1ncc(Cl)nc1Cl, [Na+], [Na+]. Product: CC(O)CN(Cc1ccccc1)Cc1ncc(Cl)nc1Cl. RXN SMILES: [C:23]([O:24][BH-:25]([O:26][C:27](=[O:28])[CH3:29])[O:30][C:31](=[O:32])[CH3:33])(=[O:34])[CH3:35].[C:37](=[O:38])([O-:39])[OH:40].[CH2:11]([c:12]1[cH:13][cH:14][cH:15][cH:16][cH:17]1)[NH:18][CH2:19][CH:20]([CH3:21])[OH:22].[CH2:42]1[O:43][CH2:44][CH2:45][CH2:46]1.[CH3:47][CH2:48][O:49][C:50](=[O:51])[CH3:52].[CH3:53][C:54](=[O:55])[OH:56].[Cl:1][c:2]1[c:3]([CH:9]=[O:10])[n:4][cH:5][c:6]([Cl:8])[n:7]1.[Na+:36].[Na+:41]>>[Cl:1][c:2]1[c:3]([CH2:9][N:18]([CH2:11][c:12]2[cH:13][cH:14][cH:15][cH:16][cH:17]2)[CH2:19][CH:20]([CH3:21])[OH:22])[n:4][cH:5][c:6]([Cl:8])[n:7]1. Reactants: OC1=C(C(=O)O)C=CC(=C1O)OC (2,3-dihydroxy-4-methoxybenzoic acid), COC1=CCOCC1 (5,6-dihydro-4-methoxy-2H-pyran). The solvent is C(C)(=O)OCC (ethyl acetate). Reaction conditions: time 3 day. Yields the product OC1=C(C(=O)O)C=CC(=C1O)OC (2,3-dihydroxy-4-methoxybenzoic acid), COC1=CC=C(C2=C1OC1(CCOCC1)O2)C(=O)O (7-methoxy-2′,3′,5′,6′-tetrahydro-Spiro[1,3-benzodioxole-2,4′-(4H)-pyran]-4-carboxylic acid). Isolated yield 28.2%. Reaction SMILES: [OH:1][C:2]1[C:10]([OH:11])=[C:9]([O:12][CH3:13])[CH:8]=[CH:7][C:3]=1[C:4]([OH:6])=[O:5].[CH3:14][O:15][C:16]1[CH2:21][CH2:20][O:19][CH2:18][CH:17]=1>C(OCC)(=O)C>[OH:1][C:2]1[C:10]([OH:11])=[C:9]([O:12][CH3:13])[CH:8]=[CH:7][C:3]=1[C:4]([OH:6])=[O:5].[CH3:13][O:12][C:9]1[C:14]2[O:15][C:16]3([O:1][C:2]=2[C:3]([C:4]([OH:6])=[O:5])=[CH:7][CH:8]=1)[CH2:21][CH2:20][O:19][CH2:18][CH2:17]3. Reported procedure: A suspension of 2,3-dihydroxy-4-methoxybenzoic acid (6.04 g, 32.8 mmol) in 5,6-dihydro-4-methoxy-2H-pyran (20 mL, 152 mmol) was kept at 140° C. for three days. At room temperature ethyl acetate (200 mL) was added and the organic phase was extracted with saturated aqueous NaHCO3 (2×50 mL). The aqueous phase was washed with Et2O (2×40 mL), acidified to pH=1 with concentrated HCl and extracted with dichloromethane (2×50 mL). The organic phase was dried over MgSO4. Evaporation under reduced pressure... The reactants are CCN=C=NCCCN(C)C, CN(C)c1ccncc1, ClCCl, O=C(O)c1cc2cc(F)ccc2[nH]1, NCCCO. The product is O=C(NCCCO)c1cc2cc(F)ccc2[nH]1. Reaction SMILES: [CH3:14][CH2:15][N:16]=[C:17]=[N:18][CH2:19][CH2:20][CH2:21][N:22]([CH3:23])[CH3:24].[CH3:33][N:34]([c:35]1[cH:36][cH:37][n:38][cH:39][cH:40]1)[CH3:41].[Cl:30][CH2:31][Cl:32].[F:1][c:2]1[cH:3][c:4]2[cH:5][c:6]([C:11](=[O:12])[OH:13])[nH:7][c:8]2[cH:9][cH:10]1.[NH2:25][CH2:26][CH2:27][CH2:28][OH:29]>>[F:1][c:2]1[cH:3][c:4]2[cH:5][c:6]([C:11](=[O:13])[NH:25][CH2:26][CH2:27][CH2:28][OH:29])[nH:7][c:8]2[cH:9][cH:10]1. Starting materials: NCc1ccc(Br)cc1, CS(C)=O, CCC(C(=O)O)c1cccc2cnccc12, O=C(O)Cc1cccc2cnccc12. Product: CCC(C(=O)NCc1ccc(Br)cc1)c1cccc2cnccc12. RXN SMILES: [Br:1][c:2]1[cH:3][cH:4][c:5]([CH2:6][NH2:7])[cH:8][cH:9]1.[CH3:40][S:41]([CH3:42])=[O:43].[cH:10]1[n:11][cH:12][cH:13][c:14]2[c:15]([CH:20]([C:21](=[O:22])[OH:23])[CH2:24][CH3:25])[cH:16][cH:17][cH:18][c:19]12.[cH:26]1[c:27]2[c:28]([c:29]([CH2:30][C:31]([OH:32])=[O:33])[cH:34][cH:35][cH:36]2)[cH:37][cH:38][n:39]1>>[Br:1][c:2]1[cH:3][cH:4][c:5]([CH2:6][NH:7][C:21]([CH:20]([c:15]2[c:14]3[cH:13][cH:12][n:11][cH:10][c:19]3[cH:18][cH:17][cH:16]2)[CH2:24][CH3:25])=[O:22])[cH:8][cH:9]1. The reactants are ClCCl, Cc1cc(O)cc(=O)n1C, O=S(=O)(OS(=O)(=O)C(F)(F)F)C(F)(F)F. The product is Cc1cc(OS(=O)(=O)C(F)(F)F)cc(=O)n1C. As a reaction SMILES: [CH2:26]([Cl:27])[Cl:28].[CH3:16][n:17]1[c:18](=[O:25])[cH:19][c:20]([OH:24])[cH:21][c:22]1[CH3:23].[F:1][C:2]([F:3])([F:4])[S:5](=[O:6])(=[O:7])[O:8][S:9]([C:10]([F:11])([F:12])[F:13])(=[O:14])=[O:15]>>[F:1][C:2]([F:3])([F:4])[S:5](=[O:6])(=[O:7])[O:8][c:20]1[cH:19][c:18](=[O:25])[n:17]([CH3:16])[c:22]([CH3:23])[cH:21]1.